From a dataset of the Open Reaction Database (ORD), a public repository of structured organic reaction records. describe an organic reaction: reactants, conditions, products, and yield The reactants are CCOC(C)=O, CO, O=C(Cl)OCc1ccccc1, O=[N+]([O-])c1ccc(-n2nccn2)c(F)c1, [H][H], O. Yields the product O=C(Nc1ccc(-n2nccn2)c(F)c1)OCc1ccccc1. As a reaction SMILES: [CH3:29][CH2:30][O:31][C:32](=[O:33])[CH3:34].[CH3:35][OH:36].[Cl:18][C:19](=[O:20])[O:21][CH2:22][c:23]1[cH:24][cH:25][cH:26][cH:27][cH:28]1.[F:1][c:2]1[cH:3][c:4]([N+:13]([O-:14])=[O:15])[cH:5][cH:6][c:7]1-[n:8]1[n:9][cH:10][cH:11][n:12]1.[H:16][H:17].[OH2:37]>>[F:1][c:2]1[cH:3][c:4]([NH:13][C:19](=[O:20])[O:21][CH2:22][c:23]2[cH:24][cH:25][cH:26][cH:27][cH:28]2)[cH:5][cH:6][c:7]1-[n:8]1[n:9][cH:10][cH:11][n:12]1. Starting materials: ice water, ClC1=C(C=NC2=CC(=C(C=C12)OCC)OCC)C#N (4-chloro-6,7-diethoxy-quinoline-3-carbonitrile), NC1=CC=C2C=NNC2=C1 (6-aminoindazole), C([O-])([O-])=O.[Na+].[Na+] (sodium carbonate). Run in C(C)O (ethanol). Reaction conditions: temperature 100 celsius. Yields the product C(C)OC=1C=C2C(=C(C=NC2=CC1OCC)C#N)NC1=CC=C2C=NNC2=C1 (6,7-Diethoxy-4-(1H-indazol-6-ylamino)-quinoline-3-carbonitrile). Isolated yield 83.0%. As a reaction SMILES: Cl[C:2]1[C:11]2[C:6](=[CH:7][C:8]([O:15][CH2:16][CH3:17])=[C:9]([O:12][CH2:13][CH3:14])[CH:10]=2)[N:5]=[CH:4][C:3]=1[C:18]#[N:19].[NH2:20][C:21]1[CH:29]=[C:28]2[C:24]([CH:25]=[N:26][NH:27]2)=[CH:23][CH:22]=1.C(=O)([O-])[O-].[Na+].[Na+]>C(O)C>[CH2:13]([O:12][C:9]1[CH:10]=[C:11]2[C:6](=[CH:7][C:8]=1[O:15][CH2:16][CH3:17])[N:5]=[CH:4][C:3]([C:18]#[N:19])=[C:2]2[NH:20][C:21]1[CH:29]=[C:28]2[C:24]([CH:25]=[N:26][NH:27]2)=[CH:23][CH:22]=1)[CH3:14] |f:2.3.4|. Procedure details: A solution of 400 mg (1.44 mM) of 4-chloro-6,7-diethoxy-quinoline-3-carbonitrile and 250 mg (1.88 mM) of 6-aminoindazole in 10 ml of ethanol was refluxed for 3 hours. To the warm solution was added 1 ml of 1M sodium carbonate and the sample was heated for 5 minutes at 100° C., then poured into 300 ml of ice water. The solid was collected, washed with water followed by ether and dried under vacuum at 80° C. to yield 448 mg of 6,7-Diethoxy-4-(1H-indazol-6-ylamino)-quinoline-3-carbonitrile as a tan... Reactants: C(#C)C=1C=NC2=C(C=C(C=C2C1)OC(C(=O)NC(CO)(C)COC)SC)C (2-(3-ethynyl-8-methyl-quinolin-6-yloxy)-N-(2-hydroxy-1-methoxymethyl-1-methyl-ethyl)-2-methylsulfanyl-acetamide), [H-].[Na+] (NaH), IC (iodomethane), IC (iodomethane). The solvent is C1CCOC1 (THF). Conditions: time 8 hour. Product: C(#C)C=1C=NC2=C(C=C(C=C2C1)OC(C(=O)NC(COC)(C)COC)SC)C (2-(3-ethynyl-8-methyl-quinolin-6-yloxy)-N-(2-methoxy-1-methoxymethyl-1-methyl-ethyl)-2-methylsulfanyl-acetamide). As a reaction SMILES: [C:1]([C:3]1[CH:4]=[N:5][C:6]2[C:11]([CH:12]=1)=[CH:10][C:9]([O:13][CH:14]([S:25][CH3:26])[C:15]([NH:17][C:18]([CH2:22][O:23][CH3:24])([CH3:21])[CH2:19][OH:20])=[O:16])=[CH:8][C:7]=2[CH3:27])#[CH:2].I[CH3:29].[H-].[Na+]>C1COCC1>[C:1]([C:3]1[CH:4]=[N:5][C:6]2[C:11]([CH:12]=1)=[CH:10][C:9]([O:13][CH:14]([S:25][CH3:26])[C:15]([NH:17][C:18]([CH2:19][O:20][CH3:29])([CH3:21])[CH2:22][O:23][CH3:24])=[O:16])=[CH:8][C:7]=2[CH3:27])#[CH:2] |f:2.3|. Procedure details: To a solution of 2-(3-ethynyl-8-methyl-quinolin-6-yloxy)-N-(2-hydroxy-1-methoxymethyl-1-methyl-ethyl)-2-methylsulfanyl-acetamide (120 mg) in dry THF (7 ml) NaH (19 mg, 60% in oil) was added at room temperature under a nitrogen atmosphere. After 30 minute iodomethane (30 □l) was added to the reaction mixture. After stirring during 5 h one equivalent of NaH and one equivalent of iodomethane were added. The mixture was stirred overnight at room temperature, then quenched with water and diluted with... Starting materials: BrC1=C(C=CC=C1)O (2-Bromophenol), C([O-])([O-])=O.[K+].[K+] (potassium carbonate), BrCCO[Si](C)(C)C(C)(C)C ((2-bromoethoxy)-(tert-butyl)dimethylsilane), CN(C=O)C (dimethylformamide). Run in O (water). Yields the product BrC1=C(OCCO[Si](C)(C)C(C)(C)C)C=CC=C1 ([2-(2-Bromophenoxy)ethoxy](tert-butyl)dimethylsilane). Yield: 46.7%. As a reaction SMILES: [Br:1][C:2]1[CH:7]=[CH:6][CH:5]=[CH:4][C:3]=1[OH:8].C(=O)([O-])[O-].[K+].[K+].Br[CH2:16][CH2:17][O:18][Si:19]([C:22]([CH3:25])([CH3:24])[CH3:23])([CH3:21])[CH3:20].CN(C)C=O>O>[Br:1][C:2]1[CH:7]=[CH:6][CH:5]=[CH:4][C:3]=1[O:8][CH2:16][CH2:17][O:18][Si:19]([C:22]([CH3:25])([CH3:24])[CH3:23])([CH3:21])[CH3:20] |f:1.2.3|. Procedure: 2-Bromophenol (1.88 g), anhydrous potassium carbonate (1.51 g), (2-bromoethoxy)-(tert-butyl)dimethylsilane (2.61 g) and dimethylformamide (30 ml) were heated for 20 h at 90° C., cooled, poured into water (100 ml), extracted with ethyl acetate, the organic phase washed with water, brine, dried (MgSO4) and evaporated to dryness. The residue was purified by column chromatography eluting with 1:9 ether/isohexane to give the product as a crystalline solid (1.68 g). Reaction SMILES: [NH2:1][C:2]1[C:3]([OH:12])=[CH:4][C:5]2[C:10]([CH:11]=1)=[CH:9][CH:8]=[CH:7][CH:6]=2.C(=O)([O-])[O-].[Na+].[Na+].[C:19](Cl)(=[O:21])[CH3:20].Cl>CC(C)=O>[OH:12][C:3]1[C:2]([NH:1][C:19](=[O:21])[CH3:20])=[CH:11][C:10]2[C:5]([CH:4]=1)=[CH:6][CH:7]=[CH:8][CH:9]=2 |f:1.2.3|. Reactants: NC=1C(=CC2=CC=CC=C2C1)O (3-amino-2-naphthol), C([O-])([O-])=O.[Na+].[Na+] (sodium carbonate), Cl (Hydrochloric acid), C(C)(=O)Cl (acetyl chloride). The product is OC=1C(=CC2=CC=CC=C2C1)NC(C)=O (N-(3-hydroxynaphthalen-2-yl)acetamide). Yield: 77.6%. Solvent: CC(=O)C (acetone). Reaction conditions: temperature 0 celsius, time 4 hour. Reported procedure: An acetone solution (60 ml) of 3-amino-2-naphthol (5.0 g, 31.4 mmol) was added to an aqueous solution (20 ml) of sodium carbonate (4.77 g, 34.5 mmol). The mixture was cooled in an ice-water bath, and then acetyl chloride (2.27 ml, 32.0 mmol) was added to the mixture dropwise over 5 minutes. The resulting mixture was stirred at 0° C. for 4 hours and then allowed to stand at room temperature overnight. 2N Hydrochloric acid was added to the reaction mixture to adjust its pH to 3. The generated inso... Product: CC=1C=CC(=CC1)S(=O)(=O)O.CNC(=O)C=1C=C(C=CN1)OC=2C=CC(=CC2)NC(=O)NC=3C=CC(=C(C3)C(F)(F)F)Cl (sorafenib tosylate). Run at time 20 minute. Procedure: A mixture of sorafenib (5 gm), p-toluenesulfonic acid (3 gm), dimethylformamide (15 ml) and methanol (10 ml) were stirred for 20 minutes at room temperature. To the reaction mass was added methanol (80 ml) at 0 to 5° C. and stirred for 1 hour 30 minutes. The separated solid was filtered to obtain a wet solid. To the wet solid was added methanol (75 ml) and stirred for 2 hours at room temperature. The separated solid was filtered and then dried at 65 to 70° C. for 11 hours to obtain 4.9 gm of sor... RXN SMILES: [CH3:1][NH:2][C:3]([C:5]1[CH:6]=[C:7]([O:11][C:12]2[CH:13]=[CH:14][C:15]([NH:18][C:19]([NH:21][C:22]3[CH:23]=[CH:24][C:25]([Cl:32])=[C:26]([C:28]([F:31])([F:30])[F:29])[CH:27]=3)=[O:20])=[CH:16][CH:17]=2)[CH:8]=[CH:9][N:10]=1)=[O:4].[C:33]1([CH3:43])[CH:38]=[CH:37][C:36]([S:39]([OH:42])(=[O:41])=[O:40])=[CH:35][CH:34]=1.CN(C)C=O>CO>[CH3:43][C:33]1[CH:38]=[CH:37][C:36]([S:39]([OH:42])(=[O:41])=[O:40])=[CH:35][CH:34]=1.[CH3:1][NH:2][C:3]([C:5]1[CH:6]=[C:7]([O:11][C:12]2[CH:17]=[CH:16][C:15]([NH:18][C:19]([NH:21][C:22]3[CH:23]=[CH:24][C:25]([Cl:32])=[C:26]([C:28]([F:31])([F:29])[F:30])[CH:27]=3)=[O:20])=[CH:14][CH:13]=2)[CH:8]=[CH:9][N:10]=1)=[O:4] |f:4.5|. Reactants: CNC(=O)C=1C=C(C=CN1)OC=2C=CC(=CC2)NC(=O)NC=3C=CC(=C(C3)C(F)(F)F)Cl (sorafenib), C1(=CC=C(C=C1)S(=O)(=O)O)C (p-toluenesulfonic acid), CN(C=O)C (dimethylformamide). The yield is 71.5%. The solvent is CO (methanol), CO (methanol), CO (methanol). Reactants: ClC1=NC2=C(N1)C=CC=C2[N+](=O)[O-] (2-chloro-4-nitro-1H-benzimidazole), N1C=NC=C1 (imidazole). The solvent is [Cl-].[Na+].O (brine), CN1C(CCC1)=O (N-methyl-2-pyrrolidone). Reaction conditions: temperature 80 celsius, time 8 hour. Yields the product N1(C=NC=C1)C1=NC2=C(N1)C=CC=C2[N+](=O)[O-] (2-(1-imidazolyl)-4-nitro-1H-benzimidazole). Isolated yield 50.3%. Reaction SMILES: Cl[C:2]1[NH:6][C:5]2[CH:7]=[CH:8][CH:9]=[C:10]([N+:11]([O-:13])=[O:12])[C:4]=2[N:3]=1.[NH:14]1[CH:18]=[CH:17][N:16]=[CH:15]1>CN1CCCC1=O.[Cl-].[Na+].O>[N:14]1([C:2]2[NH:6][C:5]3[CH:7]=[CH:8][CH:9]=[C:10]([N+:11]([O-:13])=[O:12])[C:4]=3[N:3]=2)[CH:18]=[CH:17][N:16]=[CH:15]1 |f:3.4.5|. Reported procedure: To a solution of 2-chloro-4-nitro-1H-benzimidazole (300 mg) in N-methyl-2-pyrrolidone (4 ml) was added imidazole (517 mg) and the mixture was stirred at 80° C. for 8 hours. The reaction mixture was poured into brine and extracted with a mixture of chloroform and methanol. The organic layer was dried over magnesium sulfate and evaporated in vacuo. The residue was chromatographed on silica gel eluting with a mixture of chloroform and methanol (100-0−30-1) to give 2-(1-imidazolyl)-4-nitro-1H-benzim... The reactants are CC(C)(C)OC(=O)NC(Cc1ccc(F)cc1)C(=O)O, C1COCCN1. Product: CC(C)(C)OC(=O)NC(Cc1ccc(F)cc1)C(=O)N1CCOCC1. Reaction SMILES: [C:7](=[O:8])([O:9][C:10]([CH3:11])([CH3:12])[CH3:13])[NH:14][CH:15]([CH2:16][c:17]1[cH:18][cH:19][c:20]([F:23])[cH:21][cH:22]1)[C:24](=[O:25])[OH:26].[CH2:1]1[CH2:2][O:3][CH2:4][CH2:5][NH:6]1>>[CH2:1]1[CH2:2][O:3][CH2:4][CH2:5][N:6]1[C:24]([CH:15]([NH:14][C:7](=[O:8])[O:9][C:10]([CH3:11])([CH3:12])[CH3:13])[CH2:16][c:17]1[cH:18][cH:19][c:20]([F:23])[cH:21][cH:22]1)=[O:25].